describe an organic reaction: reactants, conditions, products, and yield From a dataset of the Open Reaction Database (ORD), a public repository of structured organic reaction records. The reactants are C1(=CC=CC=C1)C=1C(NC(N(N1)CCCN1C[C@]2(CC2C1)C1=CC=C(C=C1)C(F)(F)F)=O)=O (6-phenyl-2-(3-{(1S)-1-[4-(trifluoromethyl)phenyl]-3-azabicyclo[3.1.0]hex-3-yl}propyl)-1,2,4-triazine-3,5(2H,4H)-dione), Cl (hydrochloric acid). Run in C(C)OCC (diethyl ether), CCOCC (Et2O). Product: Cl.C1(=CC=CC=C1)C=1C(NC(N(N1)CCCN1C[C@]2(C[C@H]2C1)C1=CC=C(C=C1)C(F)(F)F)=O)=O (6-phenyl-2-(3-{(1S,5R)-1-[4-(trifluoromethyl)phenyl]-3-azabicyclo[3.1.0]hex-3-yl}propyl)-1,2,4-triazine-3,5(2H,4H)-dione hydrochloride). Isolated yield 27.0%. As a reaction SMILES: [C:1]1([C:7]2[C:8](=[O:33])[NH:9][C:10](=[O:32])[N:11]([CH2:13][CH2:14][CH2:15][N:16]3[CH2:21][CH:20]4[C@:18]([C:22]5[CH:27]=[CH:26][C:25]([C:28]([F:31])([F:30])[F:29])=[CH:24][CH:23]=5)([CH2:19]4)[CH2:17]3)[N:12]=2)[CH:6]=[CH:5][CH:4]=[CH:3][CH:2]=1.[ClH:34]>C(OCC)C>[ClH:34].[C:1]1([C:7]2[C:8](=[O:33])[NH:9][C:10](=[O:32])[N:11]([CH2:13][CH2:14][CH2:15][N:16]3[CH2:21][C@H:20]4[C@:18]([C:22]5[CH:23]=[CH:24][C:25]([C:28]([F:30])([F:31])[F:29])=[CH:26][CH:27]=5)([CH2:19]4)[CH2:17]3)[N:12]=2)[CH:2]=[CH:3][CH:4]=[CH:5][CH:6]=1 |f:3.4|. Procedure details: 6-phenyl-2-(3-{(1S)-1-[4-(trifluoromethyl)phenyl]-3-azabicyclo[3.1.0]hex-3-yl}propyl)-1,2,4-triazine-3,5(2H,4H)-dione (9 mg 0.019 mmol) was diluted in diethyl ether (1 ml) and hydrochloric acid 1M in Et2O (0.022 ml, 0.022 mmol) under nitrogen atmosphere. Solvent was removed and the residue triturated in Et2O (2×1 mL), obtaining 3.2 mg of title compound as a white solid (27% yield). Reactants: FC(SC1=CC=C(C=C1)NC(CC1=CC=C(C=C1)NC(OC(C)(C)C)=O)=O)F (tert-butyl 4-[2-({4-[(difluoromethyl)thio]phenyl}amino)-2-oxoethyl]phenylcarbamate), FC(C(=O)O)(F)F.ClCCl (trifluoroacetic acid dichloromethane). RXN SMILES: [F:1][CH:2]([F:28])[S:3][C:4]1[CH:9]=[CH:8][C:7]([NH:10][C:11](=[O:27])[CH2:12][C:13]2[CH:18]=[CH:17][C:16]([NH:19]C(=O)OC(C)(C)C)=[CH:15][CH:14]=2)=[CH:6][CH:5]=1.[F:29][C:30]([F:35])([F:34])[C:31]([OH:33])=[O:32].ClCCl>ClCCCl>[F:29][C:30]([F:35])([F:34])[C:31]([O-:33])=[O:32].[F:29][C:30]([F:35])([F:34])[C:31]([OH:33])=[O:32].[NH2:19][C:16]1[CH:17]=[CH:18][C:13]([CH2:12][C:11]([NH:10][C:7]2[CH:8]=[CH:9][C:4]([S:3][CH:2]([F:28])[F:1])=[CH:5][CH:6]=2)=[O:27])=[CH:14][CH:15]=1 |f:1.2,5.6|. Solvent: ClCCCl (1,2-dichloroethane). Procedure details: Tert-butyl 4-[2-({4-[(difluoromethyl)thio]phenyl}amino)-2-oxoethyl]phenylcarbamate (Example 27) (3.63 g) was stirred in 25% trifluoroacetic acid/dichloromethane at room temperature for 45 minutes. The mixture was diluted with 1,2-dichloroethane (25 mL) and evaporated down mice. The residue was recrystallized from ethyl acetate (15 mL) and hexane (15 mL). The product was obtained as the 1:1 trifluoroacetate salt, 2-(4-aminophenyl)-N-(4-(difluoromethylthio)phenyl)acetamide 2,2,2-trifluoroacetate: ... Product: FC(C(=O)[O-])(F)F (trifluoroacetate), FC(C(=O)O)(F)F.NC1=CC=C(C=C1)CC(=O)NC1=CC=C(C=C1)SC(F)F (2-(4-aminophenyl)-N-(4-(difluoromethylthio)phenyl)acetamide 2,2,2-trifluoroacetate).